This data is from the Open Reaction Database (ORD), a public repository of structured organic reaction records. The task is: describe an organic reaction: reactants, conditions, products, and yield The reactants are COC1=C(C=C(C=C1)NC(C1=CC=CC=C1)=O)[N+](=O)[O-] (N-(4-methoxy-3-nitrophenyl)-benzamide). Reagents/catalysts: [Zn] (zinc). Yields the product NC=1C=C(C=CC1OC)NC(C1=CC=CC=C1)=O (N-(3-Amino-4-methoxyphenyl)-benzamide). Yield: 76.4%. Reaction SMILES: [CH3:1][O:2][C:3]1[CH:8]=[CH:7][C:6]([NH:9][C:10](=[O:17])[C:11]2[CH:16]=[CH:15][CH:14]=[CH:13][CH:12]=2)=[CH:5][C:4]=1[N+:18]([O-])=O>[Zn]>[NH2:18][C:4]1[CH:5]=[C:6]([NH:9][C:10](=[O:17])[C:11]2[CH:12]=[CH:13][CH:14]=[CH:15][CH:16]=2)[CH:7]=[CH:8][C:3]=1[O:2][CH3:1]. Procedure details: Prepared according to the procedure described for Example 9, Step B using N-(4-methoxy-3-nitrophenyl)-benzamide (3.68 g, 13.5 mmol) and zinc dust (20 g) to give the product (2.5 g) after chromatography on silica gel in ethyl acetate/hexane and recrystallization from the same solvent.